Dataset: the Open Reaction Database (ORD), a public repository of structured organic reaction records. Task: describe an organic reaction: reactants, conditions, products, and yield Reactants: CSC1=NCCN1C(=O)c1ccccc1F, NN1CCCCCC1, O. Yields the product O=C1c2ccccc2N(N2CCCCCC2)C2=NCCN12. As a reaction SMILES: [F:1][c:2]1[c:3]([C:4](=[O:5])[N:6]2[C:7]([S:11][CH3:12])=[N:8][CH2:9][CH2:10]2)[cH:13][cH:14][cH:15][cH:16]1.[NH2:17][N:18]1[CH2:19][CH2:20][CH2:21][CH2:22][CH2:23][CH2:24]1.[OH2:25]>>[c:2]12[c:3]([cH:13][cH:14][cH:15][cH:16]1)[C:4](=[O:5])[N:6]1[C:7](=[N:8][CH2:9][CH2:10]1)[N:17]2[N:18]1[CH2:19][CH2:20][CH2:21][CH2:22][CH2:23][CH2:24]1. Starting materials: CC(C)(C)N, COC(=O)CCC(=O)c1ccc(C)cc1OCC1CO1. Yields the product COC(=O)CCC(=O)c1ccc(C)cc1OCC(O)CNC(C)(C)C. As a reaction SMILES: [C:21]([CH3:22])([CH3:23])([CH3:24])[NH2:25].[O:1]1[CH:2]([CH2:3][O:4][c:5]2[c:6]([C:7](=[O:8])[CH2:9][CH2:10][C:11](=[O:12])[O:13][CH3:14])[cH:15][cH:16][c:17]([CH3:19])[cH:18]2)[CH2:20]1>>[OH:1][CH:2]([CH2:3][O:4][c:5]1[c:6]([C:7](=[O:8])[CH2:9][CH2:10][C:11](=[O:12])[O:13][CH3:14])[cH:15][cH:16][c:17]([CH3:19])[cH:18]1)[CH2:20][NH:25][C:21]([CH3:22])([CH3:23])[CH3:24]. Starting materials: ClC=1C=C(C=NC1N[C@H]1CN(CCC1)CC1CCCCC1)\C=C(\C(=O)OCC)/F (ethyl (2Z)-3-(5-chloro-6-{[(3R)-1-(cyclohexylmethyl)-3-piperidinyl]amino}-3-pyridinyl)-2-fluoroacrylate), [OH-].[Na+] (NaOH), [Na+].[Cl-] (NaCl). Solvent: CO (MeOH). Reaction conditions: temperature 60 celsius, time 3 hour. Product: ClC=1C=C(C=NC1N[C@H]1CN(CCC1)CC1CCCCC1)\C=C(\C(=O)O)/F ((2Z)-3-(5-chloro-6-{[(3R)-1-(cyclohexylmethyl)-3-piperidinyl]amino}-3-pyridinyl)-2-fluoroacrylic acid). Yield: 99.8%. RXN SMILES: [Cl:1][C:2]1[CH:3]=[C:4](/[CH:22]=[C:23](\[F:29])/[C:24]([O:26]CC)=[O:25])[CH:5]=[N:6][C:7]=1[NH:8][C@@H:9]1[CH2:14][CH2:13][CH2:12][N:11]([CH2:15][CH:16]2[CH2:21][CH2:20][CH2:19][CH2:18][CH2:17]2)[CH2:10]1.[OH-].[Na+].[Na+].[Cl-]>CO>[Cl:1][C:2]1[CH:3]=[C:4](/[CH:22]=[C:23](\[F:29])/[C:24]([OH:26])=[O:25])[CH:5]=[N:6][C:7]=1[NH:8][C@@H:9]1[CH2:14][CH2:13][CH2:12][N:11]([CH2:15][CH:16]2[CH2:21][CH2:20][CH2:19][CH2:18][CH2:17]2)[CH2:10]1 |f:1.2,3.4|. Procedure details: The mixture of ethyl (2Z)-3-(5-chloro-6-{[(3R)-1-(cyclohexylmethyl)-3-piperidinyl]amino}-3-pyridinyl)-2-fluoroacrylate (0.73 g) and 1N-NaOH (3.44 mL) in MeOH (20 mL) was stirred at 60° C. for 3 hr. To the reaction mixture was added 1N-NaCl 3.44 mL and the mixture was evaporated in vacuo to give (2Z)-3-(5-chloro-6-{[(3R)-1-(cyclohexylmethyl)-3-piperidinyl]amino}-3-pyridinyl)-2-fluoroacrylic acid (0.68 g). Starting materials: C1(CC1)S(=O)C1=CC=C(C=C1)[N+](=O)[O-] ((RS)-1-(cyclopropylsulfinyl)-4-nitrobenzene), C([O-])([O-])=O.[K+].[K+] (potassium carbonate), [O-2].[Mg+2] (magnesium oxide), FC(C(=O)N)(F)F (trifluoroacetamide), C(C)(=O)O.C(C)(=O)O.IC1=CC=CC=C1 (iodobenzene diacetate). The reagents and catalysts are CC(=O)[O-].CC(=O)[O-].CC(=O)[O-].CC(=O)[O-].[Rh+2].[Rh+2] (rhodium(II) acetate dimer). Run in O (water), CO (methanol), ClCCl (dichloro-methane). Conditions: time 5 minute. The product is [N+](=O)([O-])C1=CC=C(C=C1)S(=O)(=N)C1CC1 ((RS)—S-(4-nitrophenyl)-S-cyclopropylsulfoximide). RXN SMILES: [CH:1]1([S:4]([C:6]2[CH:11]=[CH:10][C:9]([N+:12]([O-:14])=[O:13])=[CH:8][CH:7]=2)=[O:5])[CH2:3][CH2:2]1.FC(F)(F)C([NH2:19])=O.C(O)(=O)C.C(O)(=O)C.IC1C=CC=CC=1.[O-2].[Mg+2].C(=O)([O-])[O-].[K+].[K+]>ClCCl.CO.CC([O-])=O.CC([O-])=O.CC([O-])=O.CC([O-])=O.[Rh+2].[Rh+2].O>[N+:12]([C:9]1[CH:10]=[CH:11][C:6]([S:4]([CH:1]2[CH2:3][CH2:2]2)(=[NH:19])=[O:5])=[CH:7][CH:8]=1)([O-:14])=[O:13] |f:2.3.4,5.6,7.8.9,12.13.14.15.16.17|. Reported procedure: 6.6 g (31.24 mmol) (RS)-1-(cyclopropylsulfinyl)-4-nitrobenzene, 7.77 g trifluoroacetamide (68.74 mmol), 16.6 g (51.55 mmol) iodobenzene diacetate and 5.54 g (137.5 mmol) magnesium oxide are placed in 350 ml dichloro-methane. The mixture is stirred for 5 minutes, treated with 0.69 g (1.56 mmol) rhodium(II) acetate dimer and stirred at room temperature for 12 hours. The suspension is diluted with 235 ml methanol, treated with 23.75 g potassium carbonate and stirred at room temperature for 4 hours.... Procedure: Male Wistar rats (350-450 g) were anesthetized with sodium pentobarbital (50 mg/kg, i.p.). Using a disposable syringe pre-filled with 1.5 ml of 3.8% citric acid solution, 8.5 ml of blood was collected from the abdominal aorta. The blood was centrifuged at 3000 rpm for 5 seconds to obtain platelet rich plasma (PRP). The number of platelets in the PRP was counted by an automatic hemocytometer (Sysmex 2500, TOA Medical Electronics). The PRP was diluted with physiological saline to make the concentr... Reactants: CCCC(C)C1(C(=O)NC(=O)[N-]C1=O)CC.[Na+] (sodium pentobarbital), C(CC)(=O)[O-].[Na+] (sodium propionate), C(CC)(=O)[O-].[Na+] (sodium propionate), CS(=O)C (DMSO), CS(=O)C (DMSO), CS(=O)C (dimethylsulfoxide), C(CC(O)(C(=O)O)CC(=O)O)(=O)O (citric acid), Cl.FC1=C(C=CC=C1)C1CC2=C(C(=CO2)C)/C(/C1)=N/NC(=N)N ((E)-6-(2-fluorophenyl)-4-guanidinoimino-3-methyl-4,5,6,7-tetrahydrobenzofuran hydrochloride), C(CC)(=O)[O-].[Na+] (sodium propionate). Run at temperature 37 celsius, time 5 second. RXN SMILES: CCCC([C:6]1([CH2:15]C)[C:13](=O)[N-]C(=O)N[C:7]1=O)C.[Na+].[C:18](O)(=O)[CH2:19][C:20]([CH2:25][C:26](O)=O)([C:22]([OH:24])=O)O.Cl.FC1C=CC=CC=1C1C/C(=N\[NH:50][C:51]([NH2:53])=[NH:52])/C2C(C)=COC=2C1.C([O-])(=[O:57])CC.[Na+].C[S:61]([CH3:63])=[O:62]>>[CH3:15][CH:6]([C:7]1[CH:26]=[CH:25][C:20]([C:22]([N:52]=[C:51]([NH2:53])[NH2:50])=[O:24])=[CH:19][C:18]=1[S:61]([CH3:63])(=[O:57])=[O:62])[CH3:13] |f:0.1,3.4,5.6|. The product is CC(C)C=1C=CC(=CC1S(=O)(=O)C)C(=O)N=C(N)N (HOE-642). Reactants: COCCOC (1,2-dimethoxyethane), BrC1=CC=C2CC[C@@]3(N=C(OCC3(F)F)N)C2=C1 ((R)-6-bromo-5′,5′-difluoro-2,3,5′,6′-tetrahydrospiro[indene-1,4′-[1,3]oxazin]-2′-amine), ClC=1C=C(C=NC1)B(O)O (5-chloropyridin-3-ylboronic acid). Solvent: O (water). The product is ClC=1C=C(C=NC1)C1=CC=C2CC[C@@]3(N=C(OCC3(F)F)N)C2=C1 ((R)-6-(5-Chloropyridin-3-yl)-5′,5′-difluoro-2,3,5′,6′-tetrahydrospiro[indene-1,4′-[1,3]oxazin]-2′-amine). Yield: 19.0%. Reaction SMILES: Br[C:2]1[CH:18]=[C:17]2[C:5]([CH2:6][CH2:7][C@@:8]32[C:13]([F:15])([F:14])[CH2:12][O:11][C:10]([NH2:16])=[N:9]3)=[CH:4][CH:3]=1.[Cl:19][C:20]1[CH:21]=[C:22](B(O)O)[CH:23]=[N:24][CH:25]=1.COCCOC>O>[Cl:19][C:20]1[CH:21]=[C:22]([C:2]2[CH:18]=[C:17]3[C:5]([CH2:6][CH2:7][C@@:8]43[C:13]([F:15])([F:14])[CH2:12][O:11][C:10]([NH2:16])=[N:9]4)=[CH:4][CH:3]=2)[CH:23]=[N:24][CH:25]=1. Procedure: In a manner analogous to that described in Example 1, the cross-coupling reaction of (R)-6-bromo-5′,5′-difluoro-2,3,5′,6′-tetrahydrospiro[indene-1,4′-[1,3]oxazin]-2′-amine (intermediate A6.5) with 5-chloropyridin-3-ylboronic acid in a 3:1-mixture of 1,2-dimethoxyethane and water as the solvent yielded the title compound (19% yield) as a white solid. MS (ISP): m/z=349.8 [M+H]+.